This data is from the Open Reaction Database (ORD), a public repository of structured organic reaction records. The task is: describe an organic reaction: reactants, conditions, products, and yield Procedure: A solution of 144.0 g (1 mole) α-naphthol and 56.1 g (1 mole) potassium hydroxide in 600 ml of 95% ethanol was stirred 1.5 hr at room temperature. To this solution of potassium naphthalate was added 930.0 g (5.0 mole) of 1,2-dibromoethane, and the solution was heated at reflux overnight. The reaction mixture was filtered, and the filtrate stripped to dryness under reduced pressure in a rotary evaporator. The resulting oil was dissolved in chloroform and the solution extracted with 10% aqueous so... Yield: 50.2%. As a reaction SMILES: [C:1]1([OH:11])[C:10]2[C:5](=[CH:6][CH:7]=[CH:8][CH:9]=2)[CH:4]=[CH:3][CH:2]=1.[OH-].[K+].C1(C([O-])=O)C2C(=CC=CC=2)C=CC=1.[K+].[Br:28][CH2:29][CH2:30]Br>C(O)C>[Br:28][CH2:29][CH2:30][O:11][C:1]1[C:10]2[C:5](=[CH:6][CH:7]=[CH:8][CH:9]=2)[CH:4]=[CH:3][CH:2]=1 |f:1.2,3.4|. The solvent is C(C)O (ethanol). The reactants are C1(=CC=CC2=CC=CC=C12)O (α-naphthol), [OH-].[K+] (potassium hydroxide), C1(=CC=CC2=CC=CC=C12)C(=O)[O-].[K+] (potassium naphthalate), BrCCBr (1,2-dibromoethane). The product is BrCCOC1=CC=CC2=CC=CC=C12 (1-(2-Bromoethoxy)naphthalene).